From a dataset of the Open Reaction Database (ORD), a public repository of structured organic reaction records. describe an organic reaction: reactants, conditions, products, and yield Reactants: O (water), BrCC(=O)OC (methyl bromoacetate), C([O-])([O-])=O.[K+].[K+] (potassium carbonate), C(C)(C)(C)OC(=O)N1CCC(CC1)NC1=C(C=CC=C1)O (1-(tert-Butoxycarbonyl)-4-[(2-hydroxyphenyl)amino]piperidine). Solvent: CN(C=O)C (N,N-dimethylformamide). Conditions: time 17 hour. Product: C(C)(C)(C)OC(=O)N1CCC(CC1)NC1=C(C=CC=C1)OCC(=O)OC (1-(tert-Butoxycarbonyl)-4-[(2-methoxycarbonylmethoxyphenyl)amino]piperidine). The yield is 83.0%. As a reaction SMILES: [C:1]([O:5][C:6]([N:8]1[CH2:13][CH2:12][CH:11]([NH:14][C:15]2[CH:20]=[CH:19][CH:18]=[CH:17][C:16]=2[OH:21])[CH2:10][CH2:9]1)=[O:7])([CH3:4])([CH3:3])[CH3:2].Br[CH2:23][C:24]([O:26][CH3:27])=[O:25].C(=O)([O-])[O-].[K+].[K+].O>CN(C)C=O>[C:1]([O:5][C:6]([N:8]1[CH2:13][CH2:12][CH:11]([NH:14][C:15]2[CH:20]=[CH:19][CH:18]=[CH:17][C:16]=2[O:21][CH2:23][C:24]([O:26][CH3:27])=[O:25])[CH2:10][CH2:9]1)=[O:7])([CH3:4])([CH3:2])[CH3:3] |f:2.3.4|. Reported procedure: 1-(tert-Butoxycarbonyl)-4-[(2-hydroxyphenyl)amino]piperidine (50 mg) was dissolved in N,N-dimethylformamide (1 ml), added with methyl bromoacetate (17 μl) and potassium carbonate (25 mg) and stirred at room temperature for 17 hours. The reaction mixture was added with water (3 ml) and extracted twice with ethyl acetate (3 ml). The organic layer was dried over anhydrous magnesium sulfate, and then the solvent was evaporated under reduced pressure. The residue was purified by preparative thin laye... Starting materials: CCc1ccc([N+](=O)[O-])cn1, C1COCCO1, O. The product is CCc1ccc(N)cn1. Reaction SMILES: [CH2:1]([CH3:2])[c:3]1[n:4][cH:5][c:6]([N+:9]([O-:10])=[O:11])[cH:7][cH:8]1.[O:12]1[CH2:13][CH2:14][O:15][CH2:16][CH2:17]1.[OH2:18]>>[CH2:1]([CH3:2])[c:3]1[n:4][cH:5][c:6]([NH2:9])[cH:7][cH:8]1. Starting materials: ClC1=CC=CC=2N1N=C(C2C2=CC=NC=C2)C2=CC=C(C=C2)F (7-Chloro-2-(4-fluorophenyl)-3-(4-pyridinyl)pyrazolo[1,5-α]pyridine), CN (methylamine). Run in alcohol. Product: FC1=CC=C(C=C1)C1=NN2C(C=CC=C2NC)=C1C1=CC=NC=C1 (2-(4-fluorophenyl)-N-methyl-3-(4-pyridinyl)pyrazolo[1,5-α]pyridin-7-amine). Yield: 77.3%. RXN SMILES: Cl[C:2]1[N:7]2[N:8]=[C:9]([C:17]3[CH:22]=[CH:21][C:20]([F:23])=[CH:19][CH:18]=3)[C:10]([C:11]3[CH:16]=[CH:15][N:14]=[CH:13][CH:12]=3)=[C:6]2[CH:5]=[CH:4][CH:3]=1.[CH3:24][NH2:25]>>[F:23][C:20]1[CH:21]=[CH:22][C:17]([C:9]2[C:10]([C:11]3[CH:16]=[CH:15][N:14]=[CH:13][CH:12]=3)=[C:6]3[CH:5]=[CH:4][CH:3]=[C:2]([NH:25][CH3:24])[N:7]3[N:8]=2)=[CH:18][CH:19]=1. Reported procedure: 7-Chloro-2-(4-fluorophenyl)-3-(4-pyridinyl)pyrazolo[1,5-α]pyridine (25 mg, 0.077 mmol) and excess of methylamine in alcohol (1 mL) in sealed tube was heated at 120° C. for overnight. The mixture was evaporated to dryness and purified by preparative thin layer chromatography to give 2-(4-fluorophenyl)-N-methyl-3-(4-pyridinyl)pyrazolo[1,5-α]pyridin-7-amine a peach solid in 77.3% yield. 1H NMR (CDCl3): δ 8.59 (d, 2H, J=5.4 Hz), 7.58–7.62 (m, 2H), 7.28–7.30 (m, 3H), 7.07–7.14 (m, 3H), 6.11 (bs, 1H),... Starting materials: ClC(C=O)CCCCC (α-chloro-heptanal), solution, C(C)[Mg]Br (ethyl magnesium bromide), C(C#C)O (propargyl alcohol), P(=O)([O-])(O)O.[Na+] (monosodium phosphate). Solvent: O1CCCC1 (tetrahydrofuran), O1CCCC1 (tetrahydrofuran), O1CCCC1 (tetrahydrofuran). Run at time 2 hour. Yields the product ClC(C(C#CCO)O)CCCCC (5-chloro-4-hydroxy-2-decynol). The yield is 50.5%. RXN SMILES: C([Mg]Br)C.[CH2:5]([OH:8])[C:6]#[CH:7].[Cl:9][CH:10]([CH2:13][CH2:14][CH2:15][CH2:16][CH3:17])[CH:11]=[O:12].P(O)(O)([O-])=O.[Na+]>O1CCCC1>[Cl:9][CH:10]([CH2:13][CH2:14][CH2:15][CH2:16][CH3:17])[CH:11]([OH:12])[C:7]#[C:6][CH2:5][OH:8] |f:3.4|. Procedure: 460 ml of a solution of ethyl magnesium bromide in tetrahydrofuran titrating 0.71 moles per liter were added dropwise to a solution of 9 g of propargyl alcohol in 100 ml of tetrahydrofuran and after stirring the mixture for 11/2 hours, a solution of 35.6 g of α-chloro-heptanal in 100 ml of tetrahydrofuran was added thereto. The mixture was stirred for one hour and was then poured into a saturated aqueous monosodium phosphate solution. The mixture was extracted with ether and the organic phase wa...